From a dataset of the Open Reaction Database (ORD), a public repository of structured organic reaction records. describe an organic reaction: reactants, conditions, products, and yield The reactants are ClC=1C=C2C(=C(C(NC2=CC1)=O)C(=O)OCC)C1=CC=CC=C1 (ethyl 6-chloro-1,2-dihydro-2-oxo-4-phenyl-3-quinolinecarboxylate), [H-].[Na+] (sodium hydride), CI (methyl iodide). The solvent is CN(C)C=O (DMF), oil. Reaction conditions: time 30 minute. Product: ClC=1C=C2C(=C(C(N(C2=CC1)C)=O)C(=O)OCC)C1=CC=CC=C1 (ethyl 6-chloro-1,2-dihydro -1-methyl-2-oxo-4-phenyl-3-quinolinecarboxylate). Isolated yield 162.7%. Reaction SMILES: [Cl:1][C:2]1[CH:3]=[C:4]2[C:9](=[CH:10][CH:11]=1)[NH:8][C:7](=[O:12])[C:6]([C:13]([O:15][CH2:16][CH3:17])=[O:14])=[C:5]2[C:18]1[CH:23]=[CH:22][CH:21]=[CH:20][CH:19]=1.[H-].[Na+].[CH3:26]I>CN(C=O)C>[Cl:1][C:2]1[CH:3]=[C:4]2[C:9](=[CH:10][CH:11]=1)[N:8]([CH3:26])[C:7](=[O:12])[C:6]([C:13]([O:15][CH2:16][CH3:17])=[O:14])=[C:5]2[C:18]1[CH:23]=[CH:22][CH:21]=[CH:20][CH:19]=1 |f:1.2|. Reported procedure: To a mixture of ethyl 6-chloro-1,2-dihydro-2-oxo-4-phenyl-3-quinolinecarboxylate (2.62 g) and DMF (24 ml) was added portionwise 60% sodium hydride in oil (0.35 g), followed by stirring for 30 minutes at room temperature. The mixture was ice-cooled, to which methyl iodide (0.6 g) was dropwise added under stirring. The mixture was stirred for 3 hours at room temperature, diluted with and extracted with ethyl acetate. The extract was washed with water, dried (MgSO4) and concentrated to remove the s... The reactants are NCCc1ccc(Br)cc1, N#Cc1cccc(S(=O)(=O)Cl)c1, C1CCOC1. Yields the product N#Cc1cccc(S(=O)(=O)NCCc2ccc(Br)cc2)c1. Reaction SMILES: [Br:1][c:2]1[cH:3][cH:4][c:5]([CH2:8][CH2:9][NH2:10])[cH:6][cH:7]1.[C:11](#[N:12])[c:13]1[cH:14][c:15]([S:19](=[O:20])(=[O:21])[Cl:22])[cH:16][cH:17][cH:18]1.[CH2:23]1[O:24][CH2:25][CH2:26][CH2:27]1>>[Br:1][c:2]1[cH:3][cH:4][c:5]([CH2:8][CH2:9][NH:10][S:19]([c:15]2[cH:14][c:13]([C:11]#[N:12])[cH:18][cH:17][cH:16]2)(=[O:20])=[O:21])[cH:6][cH:7]1.